From a dataset of the Open Reaction Database (ORD), a public repository of structured organic reaction records. describe an organic reaction: reactants, conditions, products, and yield Reactants: COC(=O)[C@H]1N(C[C@@H](C1)S(=O)(=O)C1=C(C=CC=C1)C(F)(F)F)C(CC(C)=O)=S ((2S,4R)-1-(3-oxo-thiobutyryl)-4-(2-trifluoromethyl-benzenesulfonyl)-pyrrolidine-2-carboxylic acid methyl ester), Cl.CC1=NC(=CC(=C1)NN)C ((2,6-dimethyl-pyridin-4-yl)-hydrazine hydrochloride). Product: COC(=O)[C@H]1N(C[C@@H](C1)S(=O)(=O)C1=C(C=CC=C1)C(F)(F)F)C=1N(N=C(C1)C)C1=CC(=NC(=C1)C)C ((2S,4R)-1-[2-(2,6-Dimethyl-pyridin-4-yl)-5-methyl-2H-pyrazol-3-yl]-4-(2-trifluoromethyl-benzenesulfonyl)-pyrrolidine-2-carboxylic acid methyl ester). RXN SMILES: [CH3:1][O:2][C:3]([C@@H:5]1[CH2:9][C@@H:8]([S:10]([C:13]2[CH:18]=[CH:17][CH:16]=[CH:15][C:14]=2[C:19]([F:22])([F:21])[F:20])(=[O:12])=[O:11])[CH2:7][N:6]1[C:23](=S)[CH2:24][C:25](=O)[CH3:26])=[O:4].Cl.[CH3:30][C:31]1[CH:36]=[C:35]([NH:37][NH2:38])[CH:34]=[C:33]([CH3:39])[N:32]=1>>[CH3:1][O:2][C:3]([C@@H:5]1[CH2:9][C@@H:8]([S:10]([C:13]2[CH:18]=[CH:17][CH:16]=[CH:15][C:14]=2[C:19]([F:20])([F:21])[F:22])(=[O:12])=[O:11])[CH2:7][N:6]1[C:23]1[N:37]([C:35]2[CH:34]=[C:33]([CH3:39])[N:32]=[C:31]([CH3:30])[CH:36]=2)[N:38]=[C:25]([CH3:26])[CH:24]=1)=[O:4] |f:1.2|. Procedure: In analogy to the procedure described in example 192 h, (2S,4R)-1-(3-oxo-thiobutyryl)-4-(2-trifluoromethyl-benzenesulfonyl)-pyrrolidine-2-carboxylic acid methyl ester (example 192 g) was reacted with (2,6-dimethyl-pyridin-4-yl)-hydrazine hydrochloride (CAS Reg. No. 1187853-32-2) to give the title compound as brown oil. MS (ESI): m/z=523.2 [M+H] The reactants are FC=1C=CC(=C(C1)NC1CCCC2=CC=CC=C12)S(=O)(=O)C (N-(5-fluoro-2-(methylsulfonyl)phenyl)-1,2,3,4-tetrahydronaphthalen-1-amine), N1CCNCC1 (piperazine), C(C)(C)N(C(C)C)CC (N,N-diisopropylethylamine). Solvent: C(C)#N (acetonitrile). Yields the product CS(=O)(=O)C1=C(C=C(C=C1)N1CCNCC1)NC1CCCC2=CC=CC=C12 (1,2,3,4-Tetrahydro-N-(2-(methylsulfonyl)-5-(piperazin-1-yl)phenyl)naphthalen-1-amine). Isolated yield 119.4%. Reaction SMILES: F[C:2]1[CH:3]=[CH:4][C:5]([S:19]([CH3:22])(=[O:21])=[O:20])=[C:6]([NH:8][CH:9]2[C:18]3[C:13](=[CH:14][CH:15]=[CH:16][CH:17]=3)[CH2:12][CH2:11][CH2:10]2)[CH:7]=1.[NH:23]1[CH2:28][CH2:27][NH:26][CH2:25][CH2:24]1.C(N(CC)C(C)C)(C)C>C(#N)C>[CH3:22][S:19]([C:5]1[CH:4]=[CH:3][C:2]([N:23]2[CH2:28][CH2:27][NH:26][CH2:25][CH2:24]2)=[CH:7][C:6]=1[NH:8][CH:9]1[C:18]2[C:13](=[CH:14][CH:15]=[CH:16][CH:17]=2)[CH2:12][CH2:11][CH2:10]1)(=[O:21])=[O:20]. Procedure details: A solution of N-(5-fluoro-2-(methylsulfonyl)phenyl)-1,2,3,4-tetrahydronaphthalen-1-amine (720 mg, 2.26 mmol), piperazine (583 mg, 6.77 mmol) and N,N-diisopropylethylamine (1.2 mL, 6.77 mmol) in acetonitrile (10 mL) was stirred at reflux for 16 h. The reaction mixture was cooled down and concentrated under reduced pressure. The residue was taken up in dichloromethane, washed with water, dried and concentrated in vacuo to yield 1.04 g of the crude aniline. The crude product was purified by PTLC (2... Starting materials: C([C@@H]1[C@H]([C@@H]([C@H]([C@H](O1)O[C@@H]2[C@H](O[C@@H]([C@@H]([C@H]2O)O)O[C@@H]3[C@H](O[C@@H]([C@@H]([C@H]3O)O)O)CO)CO)O)O)O)O (maltotriose), C([C@@H]1[C@H]([C@@H]([C@H]([C@H](O1)O[C@@H]2[C@H](O[C@@H]([C@@H]([C@H]2O)O)O[C@@H]3[C@H](O[C@@H]([C@@H]([C@H]3O)O)O)CO)CO)O)O)O)O (maltotriose), C1=CC=C(C=C1)CS(=O)(=O)F (PMSF). Yields the product C([C@@H]1[C@H]([C@@H]([C@H]([C@H](O1)O[C@@H]2[C@H](O[C@@H]([C@@H]([C@H]2O)O)O[C@@H]3[C@H](O[C@@H]([C@@H]([C@H]3O)O)O)CO)CO)O)O)O)O (maltotriose), O=C[C@H](O)[C@@H](O)[C@H](O)[C@H](O)CO (glucose), C([C@@H]1[C@H]([C@@H]([C@H]([C@H](O1)O[C@@H]2[C@H](O[C@H]([C@@H]([C@H]2O)O)O)CO)O)O)O)O (maltose). Reaction SMILES: C1C=CC(CS(F)(=O)=O)=CC=1.[CH2:12]([OH:45])[C@H:13]1[O:18][C@H:17]([O:19][C@H:20]2[C@H:25]([OH:26])[C@@H:24]([OH:27])[C@@H:23]([O:28][C@H:29]3[C@H:34]([OH:35])[C@@H:33]([OH:36])[C@@H:32]([OH:37])[O:31][C@@H:30]3[CH2:38][OH:39])[O:22][C@@H:21]2[CH2:40][OH:41])[C@H:16]([OH:42])[C@@H:15]([OH:43])[C@@H:14]1[OH:44]>>[CH2:12]([OH:45])[C@H:13]1[O:18][C@H:17]([O:19][C@H:20]2[C@H:25]([OH:26])[C@@H:24]([OH:27])[C@@H:23]([O:28][C@H:29]3[C@H:34]([OH:35])[C@@H:33]([OH:36])[C@@H:32]([OH:37])[O:31][C@@H:30]3[CH2:38][OH:39])[O:22][C@@H:21]2[CH2:40][OH:41])[C@H:16]([OH:42])[C@@H:15]([OH:43])[C@@H:14]1[OH:44].[O:19]=[CH:17][C@@H:16]([C@H:15]([C@@H:14]([C@@H:13]([CH2:12][OH:45])[OH:18])[OH:44])[OH:43])[OH:42].[CH2:12]([OH:45])[C@H:13]1[O:18][C@H:17]([O:19][C@H:20]2[C@H:25]([OH:26])[C@@H:24]([OH:27])[C@H:23]([OH:28])[O:22][C@@H:21]2[CH2:40][OH:41])[C@H:16]([OH:42])[C@@H:15]([OH:43])[C@@H:14]1[OH:44]. Procedure: Culture supernatants were sampled at approximately 50 and 100 hours, treated with 2 mM PMSF final concentration, and frozen. To estimate NOVAMYL™ expression, supernatants were mixed with an equal volume of 2X Laemmli loading buffer, immediately boiled, and loaded on 14% or 8-16% acrylamide TRIS-glycine gels purchased from a commercial source (NOVEX, San Diego, Calif.). Known amounts of a NOVAMYL™ standard were also loaded on the same gel to estimate the amount of NOVAMYL™ produced. In some cases... The reactants are BrC=C1C2=C(OCC3=C1C=CC=C3)C=C(C=C2)F (11-bromomethylene-3-fluoro-6,11-dihydro-dibenzo[b,e]oxepine), CC1(OB(OC1(C)C)C1=CC2=C(NC(N2)=O)C=C1)C (5-(4,4,5,5-tetramethyl-[1,3,2]dioxaborolan-2-yl)-1,3-dihydro-benzoimidazol-2-one). Yields the product FC=1C=CC2=C(OCC3=C(C2=CC2=CC4=C(NC(N4)=O)C=C2)C=CC=C3)C1 (5-(3-Fluoro-6H-dibenzo[b,e]oxepin-11-ylidenemethyl)-1,3-dihydro-benzoimidazol-2-one). As a reaction SMILES: Br[CH:2]=[C:3]1[C:9]2[CH:10]=[CH:11][CH:12]=[CH:13][C:8]=2[CH2:7][O:6][C:5]2[CH:14]=[C:15]([F:18])[CH:16]=[CH:17][C:4]1=2.CC1(C)C(C)(C)OB([C:27]2[CH:36]=[CH:35][C:30]3[NH:31][C:32](=[O:34])[NH:33][C:29]=3[CH:28]=2)O1>>[F:18][C:15]1[CH:16]=[CH:17][C:4]2[C:3](=[CH:2][C:27]3[CH:36]=[CH:35][C:30]4[NH:31][C:32](=[O:34])[NH:33][C:29]=4[CH:28]=3)[C:9]3[CH:10]=[CH:11][CH:12]=[CH:13][C:8]=3[CH2:7][O:6][C:5]=2[CH:14]=1. Procedure: Following procedures essentially as described in Example 219, using 11-bromomethylene-3-fluoro-6,11-dihydro-dibenzo[b,e]oxepine (E-isomer, 1.05 eq.) and 5-(4,4,5,5-tetramethyl-[1,3,2]dioxaborolan-2-yl)-1,3-dihydro-benzoimidazol-2-one (1 eq.). Purify crude product on silica gel, eluting with 60% to 100% ethyl acetate/CHCl3 to afford a light yellow solid. Triturate with acetone to afford the title compound as a white solid. HPLC (ISO60-10) t=4.09 min, 100%; MS [ES] 357 (M−H), 359 M+H); 1H-NMR (DMS... Reactants: boronic ester, BrC=1C=CC(=C(CN(C(=O)C2CC2)CC)C1)I (Cyclopropanecarboxylic acid (5-bromo-2-iodo-benzyl)-ethyl-amide), O (water), C(C)OC(CC1=CC(=C(C=C1)OC)B1OC(C(O1)(C)C)(C)C)=O ([4-methoxy-3-(4,4,5,5-tetramethyl-[1,3,2]dioxaborolan-2-yl)-phenyl]-acetic acid ethyl ester), C([O-])([O-])=O.[K+].[K+] (potassium carbonate). Reagents/catalysts: C=1C=CC(=CC1)[P](C=2C=CC=CC2)(C=3C=CC=CC3)[Pd]([P](C=4C=CC=CC4)(C=5C=CC=CC5)C=6C=CC=CC6)([P](C=7C=CC=CC7)(C=8C=CC=CC8)C=9C=CC=CC9)[P](C=1C=CC=CC1)(C=1C=CC=CC1)C=1C=CC=CC1 (tetrakis(triphenylphosphine)palladium(0)). Solvent: COCCOC (DME). Reaction conditions: temperature 75 celsius. Product: C(C)OC(CC=1C=C(C(=CC1)OC)C1=C(C=C(C=C1)Br)CN(CC)C(=O)C1CC1)=O ({4′-Bromo-2′-[(cyclopropanecarbonyl-ethyl-amino)-methyl]-6-methoxy-biphenyl-3-yl}-acetic acid ethyl ester). Reaction SMILES: [Br:1][C:2]1[CH:3]=[CH:4][C:5](I)=[C:6]([CH:16]=1)[CH2:7][N:8]([CH2:14][CH3:15])[C:9]([CH:11]1[CH2:13][CH2:12]1)=[O:10].[CH2:18]([O:20][C:21](=[O:40])[CH2:22][C:23]1[CH:28]=[CH:27][C:26]([O:29][CH3:30])=[C:25](B2OC(C)(C)C(C)(C)O2)[CH:24]=1)[CH3:19].C(=O)([O-])[O-].[K+].[K+].O>COCCOC.C1C=CC([P]([Pd]([P](C2C=CC=CC=2)(C2C=CC=CC=2)C2C=CC=CC=2)([P](C2C=CC=CC=2)(C2C=CC=CC=2)C2C=CC=CC=2)[P](C2C=CC=CC=2)(C2C=CC=CC=2)C2C=CC=CC=2)(C2C=CC=CC=2)C2C=CC=CC=2)=CC=1>[CH2:18]([O:20][C:21](=[O:40])[CH2:22][C:23]1[CH:24]=[C:25]([C:5]2[CH:4]=[CH:3][C:2]([Br:1])=[CH:16][C:6]=2[CH2:7][N:8]([C:9]([CH:11]2[CH2:13][CH2:12]2)=[O:10])[CH2:14][CH3:15])[C:26]([O:29][CH3:30])=[CH:27][CH:28]=1)[CH3:19] |f:2.3.4,^1:57,59,78,97|. Procedure: Cyclopropanecarboxylic acid (5-bromo-2-iodo-benzyl)-ethyl-amide (6.0 g, 14.7 mmol), [4-methoxy-3-(4,4,5,5-tetramethyl-[1,3,2]dioxaborolan-2-yl)-phenyl]-acetic acid ethyl ester (5.2 g, 16.2 mmol), and potassium carbonate (5.09 g, 36.8 mmol) were combined in DME (50 mL) and water (20 mL) under nitrogen. The mixture was purged with nitrogen, and then tetrakis(triphenylphosphine)palladium(0) (0.85 g, 0.74 mmol) was added, and the reaction was heated to 75° C. The reaction was monitored by analytical... The reactants are CC(C)(C)Oc1ccc(CC2NC(=O)OC2c2cccc(Cl)c2)cc1, CCO, [Na+], [OH-], O. Product: CC(C)(C)Oc1ccc(CC(N)C(O)c2cccc(Cl)c2)cc1. RXN SMILES: [C:1]([CH3:2])([CH3:3])([CH3:4])[O:5][c:6]1[cH:7][cH:8][c:9]([CH2:10][CH:11]2[NH:12][C:13](=[O:23])[O:14][CH:15]2[c:16]2[cH:17][c:18]([Cl:22])[cH:19][cH:20][cH:21]2)[cH:24][cH:25]1.[CH3:29][CH2:30][OH:31].[Na+:27].[OH-:26].[OH2:28]>>[C:1]([CH3:2])([CH3:3])([CH3:4])[O:5][c:6]1[cH:7][cH:8][c:9]([CH2:10][CH:11]([NH2:12])[CH:15]([OH:14])[c:16]2[cH:17][c:18]([Cl:22])[cH:19][cH:20][cH:21]2)[cH:24][cH:25]1. The reactants are C(C1=CC=CC=C1)OCCCOC1=CC=C(C=C1)CC=1C(NNC1C(C)C)=O (4-{[4-(3-benzyloxypropoxy)phenyl]-methyl}-1,2-dihydro-5-isopropyl-3H-pyrazol-3-one), CC(=O)OC[C@@H]1[C@H]([C@@H]([C@H]([C@H](O1)Br)OC(=O)C)OC(=O)C)OC(=O)C (acetobromo-α-D-glucose), [OH-].[Na+] (sodium hydroxide). The reagents and catalysts are [Cl-].C(C1=CC=CC=C1)[N+](CCCC)(CCCC)CCCC (benzyltri(n-butyl)ammonium chloride). The solvent is ClCCl (dichloromethane). Reaction conditions: time 3 hour. Product: C(C)(=O)O[C@H]1[C@@H](O[C@@H]([C@H]([C@@H]1OC(C)=O)OC(C)=O)COC(C)=O)OC1=NNC(=C1CC1=CC=C(C=C1)OCCCOCC1=CC=CC=C1)C(C)C (3-(2,3,4,6-Tetra-O-acetyl-β-D-glucopyranosyloxy)-4-{[4-(3-benzyloxypropoxy)phenyl]methyl}-5-isopropyl-1H-pyrazole). Yield: 29.0%. RXN SMILES: [CH2:1]([O:8][CH2:9][CH2:10][CH2:11][O:12][C:13]1[CH:18]=[CH:17][C:16]([CH2:19][C:20]2[C:21](=[O:28])[NH:22][NH:23][C:24]=2[CH:25]([CH3:27])[CH3:26])=[CH:15][CH:14]=1)[C:2]1[CH:7]=[CH:6][CH:5]=[CH:4][CH:3]=1.[CH3:29][C:30]([O:32][CH2:33][C@H:34]1[O:39][C@H:38](Br)[C@H:37]([O:41][C:42]([CH3:44])=[O:43])[C@@H:36]([O:45][C:46]([CH3:48])=[O:47])[C@@H:35]1[O:49][C:50]([CH3:52])=[O:51])=[O:31].[OH-].[Na+]>[Cl-].C([N+](CCCC)(CCCC)CCCC)C1C=CC=CC=1.ClCCl>[C:42]([O:41][C@@H:37]1[C@@H:36]([O:45][C:46](=[O:47])[CH3:48])[C@H:35]([O:49][C:50](=[O:51])[CH3:52])[C@@H:34]([CH2:33][O:32][C:30](=[O:31])[CH3:29])[O:39][C@H:38]1[O:28][C:21]1[C:20]([CH2:19][C:16]2[CH:17]=[CH:18][C:13]([O:12][CH2:11][CH2:10][CH2:9][O:8][CH2:1][C:2]3[CH:7]=[CH:6][CH:5]=[CH:4][CH:3]=3)=[CH:14][CH:15]=2)=[C:24]([CH:25]([CH3:26])[CH3:27])[NH:23][N:22]=1)(=[O:43])[CH3:44] |f:2.3,4.5|. Procedure: To a solution of 4-{[4-(3-benzyloxypropoxy)phenyl]-methyl}-1,2-dihydro-5-isopropyl-3H-pyrazol-3-one (5.08 g), acetobromo-α-D-glucose (5.49 g) and benzyltri(n-butyl)ammonium chloride (2.08 g) in dichloromethane (40 mL) was added 5 mol/L aqueous sodium hydroxide solution (8 mL), and the mixture was stirred at room temperature for 3 hours. The reaction mixture was purified by column chromatography on aminopropylated silica gel (eluent: n-hexane/ethyl acetate=1/1-1/3-1/5). The purified material was ...